This data is from the Open Reaction Database (ORD), a public repository of structured organic reaction records. The task is: describe an organic reaction: reactants, conditions, products, and yield Reactants: C(C)(=O)[O-] (acetate), C12C(CC(C=C1)C2)C(=O)OC(C)(C)C (t-butyl 5-norbornene-2-carboxylate), C(C)C12C(CC(C=C1)C2)C(=O)OO (2-hydroxy ethyl-5-norbornene- 2-carboxylate), C12C(CC(C=C1)C2)C(=O)O (5-norbornene-2-carboxylic acid), CC(C)(C#N)N=NC(C)(C)C#N (AIBN). Run in C1CCOC1 (THF). The product is C(C)(=O)[O-].C12C(CC(C=C1)C2)C(=O)OC(C)(C)C.C12C(CC(C=C1)C2)C(=O)OCCO.C12C(CC(C=C1)C2)C(=O)O (acetate t-butyl 5-norbornene-2-carboxylate 2-hydroxyethyl 5-norbornene-2-carboxylate 5-norbornene-2-carboxylic acid). Reaction SMILES: [C:1]([O-:4])(=[O:3])[CH3:2].[CH:5]12[CH2:11][CH:8]([CH:9]=[CH:10]1)[CH2:7][CH:6]2[C:12]([O:14][C:15]([CH3:18])([CH3:17])[CH3:16])=[O:13].C([C:21]12[CH2:27][CH:24]([CH:25]=[CH:26]1)[CH2:23][CH:22]2[C:28]([O:30]O)=[O:29])C.[CH:32]12[CH2:38][CH:35]([CH:36]=[CH:37]1)[CH2:34][CH:33]2[C:39]([OH:41])=[O:40].CC(N=NC(C#N)(C)C)(C#N)C>C1COCC1>[C:1]([O-:4])(=[O:3])[CH3:2].[CH:5]12[CH2:11][CH:8]([CH:9]=[CH:10]1)[CH2:7][CH:6]2[C:12]([O:14][C:15]([CH3:18])([CH3:17])[CH3:16])=[O:13].[CH:21]12[CH2:27][CH:24]([CH:25]=[CH:26]1)[CH2:23][CH:22]2[C:28]([O:30][CH2:33][CH2:39][OH:40])=[O:29].[CH:32]12[CH2:38][CH:35]([CH:36]=[CH:37]1)[CH2:34][CH:33]2[C:39]([OH:41])=[O:40] |f:6.7.8.9|. Reported procedure: 2-Maleimidethyl acetate (5) (0.5 to 1 mol), 0.1 to 1 mol of t-butyl 5-norbornene-2-carboxylate (19), 0.05 to 1 mol of 2-hydroxy ethyl-5-norbornene-2- carboxylate (21), and 0.1 to 0.3 mol of 5-norbornene-2-carboxylic acid (20) were dissolved in 200 to 270 g of THF to which was added 0.5 to 20 g of AIBN as a polymerization initiator. The reaction mixture was allowed to react at 60° C. to 75° C. for 4 to 24 hours under a nitrogen atmosphere. The resulting crude resin was precipitated with ethyl eth...